Dataset: the Open Reaction Database (ORD), a public repository of structured organic reaction records. Task: describe an organic reaction: reactants, conditions, products, and yield Starting materials: IC=1C=C2C(CCOC2=CC1)(O)C (6-iodo-4-methylchroman-4-ol), [N-]=[N+]=[N-].[Na+] (NaN3), C(=O)(C(F)(F)F)O (TFA). Run in C(Cl)(Cl)Cl (CHCl3), C(Cl)(Cl)Cl (CHCl3), O (water). Run at time 2 hour. The product is N(=[N+]=[N-])C1(CCOC2=CC=C(C=C12)I)C (4-azido-6-iodo-4-methylchroman). As a reaction SMILES: [I:1][C:2]1[CH:3]=[C:4]2[C:9](=[CH:10][CH:11]=1)[O:8][CH2:7][CH2:6][C:5]2([CH3:13])O.[N-:14]=[N+:15]=[N-:16].[Na+].C(O)(C(F)(F)F)=O>C(Cl)(Cl)Cl.O>[N:14]([C:5]1([CH3:13])[C:4]2[C:9](=[CH:10][CH:11]=[C:2]([I:1])[CH:3]=2)[O:8][CH2:7][CH2:6]1)=[N+:15]=[N-:16] |f:1.2|. Procedure: To a mixture of 6-iodo-4-methylchroman-4-ol (1.0 g, 3.4 mmol) and NaN3 (0.7 g, 10.3 mmol) in CHCl3 (15 ml), at 0° C., was added TFA (1.3 ml, 17.2 mmol) as a solution in 10 ml of CHCl3 dropwise via addition funnel. The addition was carried out over 2 h and stirring continued for an additional 2 h at 0° C. The mixture was warmed to r.t. and stirred over night. The mixture was diluted with 30 ml of water and extracted with CH2Cl2. The organic layer was dried over Na2SO4 and concentrated in vacuo to... Reactants: Cc1cc(C)nc(C=Cc2nn(C3CCCCO3)c3cc([N+](=O)[O-])ccc23)c1, CCO, [Cl-], [Fe], [NH4+]. Product: Cc1cc(C)nc(C=Cc2nn(C3CCCCO3)c3cc(N)ccc23)c1. As a reaction SMILES: [CH3:1][c:2]1[cH:3][c:4]([CH:9]=[CH:10][c:11]2[n:12][n:13]([CH:23]3[O:24][CH2:25][CH2:26][CH2:27][CH2:28]3)[c:14]3[cH:15][c:16]([N+:20]([O-:21])=[O:22])[cH:17][cH:18][c:19]23)[n:5][c:6]([CH3:8])[cH:7]1.[CH3:31][CH2:32][OH:33].[Cl-:29].[Fe:34].[NH4+:30]>>[CH3:1][c:2]1[cH:3][c:4]([CH:9]=[CH:10][c:11]2[n:12][n:13]([CH:23]3[O:24][CH2:25][CH2:26][CH2:27][CH2:28]3)[c:14]3[cH:15][c:16]([NH2:20])[cH:17][cH:18][c:19]23)[n:5][c:6]([CH3:8])[cH:7]1.